From a dataset of the Open Reaction Database (ORD), a public repository of structured organic reaction records. describe an organic reaction: reactants, conditions, products, and yield The reactants are C(C=C)ON(S(=O)(=O)C1=C(C=CC=C1)[N+](=O)[O-])[C@@H]1C=C([C@H](N(C1)C(=O)OC(C)(C)C)CO[Si](C)(C)C(C)(C)C)C ((2S,5R)-tert-butyl 5-(N-(allyloxy)-2-nitrophenylsulfonamido)-2-((tert-butyldimethylsilyloxy)methyl)-3-methyl-5,6-dihydropyridine-1(2H)-carboxylate), C(C=C)ON(S(=O)(=O)C1=C(C=CC=C1)[N+](=O)[O-])[C@@H]1C=C([C@H](N(C1)C(=O)OC(C)(C)C)CO[Si](C)(C)C(C)(C)C)C ((2S,5R)-tert-butyl 5-(N-(allyloxy)-2-nitrophenylsulfonamido)-2-((tert-butyldimethylsilyloxy)methyl)-3-methyl-5,6-dihydropyridine-1(2H)-carboxylate). Reagents/catalysts: [Zn+2].[Br-].[Br-] (ZnBr2). The solvent is ClCCl (dichloromethane), ClCCl (dichloromethane). Conditions: time 8 hour. Product: [Si](C)(C)(C(C)(C)C)OC[C@@H]1C(=C[C@H](CN1)N(S(=O)(=O)C1=C(C=CC=C1)[N+](=O)[O-])OCC=C)C (N-[(3R,6S)-6-[[(tert-butyldimethylsilyl)oxy]methyl]-5-methyl-1,2,3,6-tetrahydropyridin-3-yl]-2-nitro-N-(prop-2-en-1-yloxy)benzene-1-sulfonamide). RXN SMILES: [CH2:1]([O:4][N:5]([C@H:18]1[CH2:23][N:22](C(OC(C)(C)C)=O)[C@H:21]([CH2:31][O:32][Si:33]([C:36]([CH3:39])([CH3:38])[CH3:37])([CH3:35])[CH3:34])[C:20]([CH3:40])=[CH:19]1)[S:6]([C:9]1[CH:14]=[CH:13][CH:12]=[CH:11][C:10]=1[N+:15]([O-:17])=[O:16])(=[O:8])=[O:7])[CH:2]=[CH2:3]>ClCCl.[Zn+2].[Br-].[Br-]>[Si:33]([O:32][CH2:31][C@H:21]1[NH:22][CH2:23][C@H:18]([N:5]([O:4][CH2:1][CH:2]=[CH2:3])[S:6]([C:9]2[CH:14]=[CH:13][CH:12]=[CH:11][C:10]=2[N+:15]([O-:17])=[O:16])(=[O:8])=[O:7])[CH:19]=[C:20]1[CH3:40])([C:36]([CH3:39])([CH3:38])[CH3:37])([CH3:35])[CH3:34] |f:2.3.4|. Procedure: Into a 250-mL round-bottom flask purged and maintained with an inert atmosphere of nitrogen, was placed a solution of tert-butyl (3R,6S)-6-[[(tert-butyldimethylsilyl)oxy]methyl]-5-methyl-3-[N-(prop-2-en-1-yloxy)(2-nitrobenzene)sulfonamido]-1,2,3,6-tetrahydropyridine-1-carboxylate (Intermediate 80, 13.6 g, 22.75 mmol, 1.00 equiv) in dichloromethane (100 mL). This was followed by the addition of ZnBr2 (10.2 g, 45.29 mmol, 2.00 equiv) in several batches. The resulting solution was stirred overnight... The reactants are [BH4-].[Li+] (Lithium borohydride), C(C)(C)(C)[Si](O[C@@H]1C[C@@H](N(C1)C(=O)OC(C)(C)C)C(=O)OC)(C)C (O1-tert-butyl O2-methyl (2R,4R) 4-(tert-butyl-dimethyl-silyl)oxypyrrolidine-1,2-dicarboxylate). Solvent: C1CCOC1 (THF), C1CCOC1 (THF). Reaction conditions: temperature 20 celsius, time 18 hour. Yields the product C(C)(C)(C)[Si](O[C@@H]1C[C@@H](N(C1)C(=O)OC(C)(C)C)CO)(C)C (tert-butyl (2R,4R) 4-(tert-butyl-dimethyl-silyl)oxy-2-(hydroxymethyl)pyrrolidine-1-carboxylate). Isolated yield 97.7%. As a reaction SMILES: [BH4-].[Li+].[C:3]([Si:7]([CH3:26])([CH3:25])[O:8][C@H:9]1[CH2:13][N:12]([C:14]([O:16][C:17]([CH3:20])([CH3:19])[CH3:18])=[O:15])[C@@H:11]([C:21](OC)=[O:22])[CH2:10]1)([CH3:6])([CH3:5])[CH3:4]>C1COCC1>[C:3]([Si:7]([CH3:26])([CH3:25])[O:8][C@H:9]1[CH2:13][N:12]([C:14]([O:16][C:17]([CH3:19])([CH3:18])[CH3:20])=[O:15])[C@@H:11]([CH2:21][OH:22])[CH2:10]1)([CH3:6])([CH3:5])[CH3:4] |f:0.1|. Procedure details: 2M Lithium borohydride in THF (15.06 ml) was added slowly to a stirred solution of O1-tert-butyl O2-methyl (2R,4R) 4-(tert-butyl-dimethyl-silyl)oxypyrrolidine-1,2-dicarboxylate (10.35 g) in THF (100 ml) at 0° C. The resulting mixture was allowed to warm to 20° C. and stirred for a further 18 hours. The reaction mixture was quenched with water and evaporated to remove THF. The aqueous residues were extracted with DCM (250 ml). The organic phase was washed sequentially with water (250 ml) and satu... The reactants are C(=O)C1=C(C=CC=C1)NC(CC)=O (N-(2-Formylphenyl)-propionamide), N (ammonia), CO (methanol). Reaction conditions: temperature 80 celsius. Product: C(C)C1=NC2=CC=CC=C2C=N1 (2-Ethylquinazoline). Yield: 100.0%. RXN SMILES: [CH:1]([C:3]1[CH:8]=[CH:7][CH:6]=[CH:5][C:4]=1[NH:9][C:10](=O)[CH2:11][CH3:12])=O.[NH3:14].CO>>[CH2:11]([C:10]1[N:14]=[CH:1][C:3]2[C:4](=[CH:5][CH:6]=[CH:7][CH:8]=2)[N:9]=1)[CH3:12]. Procedure: A mixture of the title compound from Step A (1.4 g, 7.9 mmol) and 2M ammonia in methanol (40 ml, 80 mmol) was heated at 80° C. in a flask stoppered with a septa and vented with a 21 gauge needle, overnight. The mixture was cooled and evaporated to afford the title compound 1.39 g (100%). 1H NMR (CDCl3): 1.50 (t, J 7.6 Hz, 3H), 3.19 (q, J 7.6 Hz, 2H), 7.60 (d, J 7.4 Hz, 1H), 7.90 (m, 2H), 7.99 (d, J 8.5 Hz, 1H), 9.37 (d, J 8.5 Hz, 1H). The reactants are C(C)OC1=CC=CC2=C1C(CO2)N (rac-4-ethoxy-2,3-dihydro-benzofuran-3-ylamine), ClC1=NC2=CC=C(C=C2C=C1)[N+](=O)[O-] (2-chloro-6-nitro-quinoline), C(C)N(C(C)C)C(C)C (N-ethyldiisopropylamine). Solvent: CN1C(CCC1)=O (1-methyl-2-pyrrolidone). Conditions: temperature 140 celsius, time 2 hour. The product is COC1=CC=CC2=C1C(CO2)NC2=NC1=CC=C(C=C1C=C2)[N+](=O)[O-] (rac-(4-Methoxy-2,3-dihydro-benzofuran-3-yl)-(6-nitro-quinolin-2-yl)-amine). The yield is 18.5%. RXN SMILES: Cl[C:2]1[CH:11]=[CH:10][C:9]2[C:4](=[CH:5][CH:6]=[C:7]([N+:12]([O-:14])=[O:13])[CH:8]=2)[N:3]=1.[CH2:15]([O:17][C:18]1[C:23]2[CH:24]([NH2:27])[CH2:25][O:26][C:22]=2[CH:21]=[CH:20][CH:19]=1)C.C(N(C(C)C)C(C)C)C>CN1CCCC1=O>[CH3:15][O:17][C:18]1[C:23]2[CH:24]([NH:27][C:2]3[CH:11]=[CH:10][C:9]4[C:4](=[CH:5][CH:6]=[C:7]([N+:12]([O-:14])=[O:13])[CH:8]=4)[N:3]=3)[CH2:25][O:26][C:22]=2[CH:21]=[CH:20][CH:19]=1. Procedure: A mixture of 2-chloro-6-nitro-quinoline (2.0 g, 9.6 mmol) in 1-methyl-2-pyrrolidone (5 mL) with the above described rac-4-ethoxy-2,3-dihydro-benzofuran-3-ylamine (3.78 g, ca. 10 mmol, max. 50% purity) and N-ethyldiisopropylamine (2.45 mL, 14.4 mmol) was stirred at 140° C. for 2 h. Cooled to 23° C., poured onto water and extracted twice with ethyl acetate, dried over Na2SO4 and evaporated totally to give a crude product which was purified by silica gel column chromatography with heptane/dichlorom...